This data is from the Open Reaction Database (ORD), a public repository of structured organic reaction records. The task is: describe an organic reaction: reactants, conditions, products, and yield Reactants: COC1CCC(CC(=O)O)CC1, Cl, Cl, Cl, NC1CCC(CCN2CCN(c3nccc4sccc34)CC2)CC1. Product: COC1CCC(CC(=O)NC2CCC(CCN3CCN(c4nccc5sccc45)CC3)CC2)CC1. RXN SMILES: [CH3:28][O:29][CH:30]1[CH2:31][CH2:32][CH:33]([CH2:36][C:37](=[O:38])[OH:39])[CH2:34][CH2:35]1.[ClH:1].[ClH:2].[ClH:3].[s:4]1[cH:5][cH:6][c:7]2[c:8]([N:13]3[CH2:14][CH2:15][N:16]([CH2:19][CH2:20][CH:21]4[CH2:22][CH2:23][CH:24]([NH2:27])[CH2:25][CH2:26]4)[CH2:17][CH2:18]3)[n:9][cH:10][cH:11][c:12]12>>[s:4]1[cH:5][cH:6][c:7]2[c:8]([N:13]3[CH2:14][CH2:15][N:16]([CH2:19][CH2:20][CH:21]4[CH2:22][CH2:23][CH:24]([NH:27][C:37]([CH2:36][CH:33]5[CH2:32][CH2:31][CH:30]([O:29][CH3:28])[CH2:35][CH2:34]5)=[O:38])[CH2:25][CH2:26]4)[CH2:17][CH2:18]3)[n:9][cH:10][cH:11][c:12]12. Reactants: Example 14, title compounds, N1=CC(=CC=C1)B(O)O (pyridine-3-ylboronic acid), O=C1C=CC(=CN1)C(=O)N (6-oxo-1,6-dihydropyridine-3-carboxamide). The product is N1=CC=C(C=C1)B(O)O (pyridine-4-ylboronic acid), N1=CN=CC(=C1)B(O)O (pyrimidin-5-ylboronic acid), O=C1C=CC(=CN1)C(=O)N (6-oxo-1,6-dihydropyridine-3-carboxamide), title compound. RXN SMILES: [N:1]1[CH:6]=C[CH:4]=[C:3]([B:7]([OH:9])[OH:8])[CH:2]=1.[O:10]=[C:11]1[NH:16][CH:15]=[C:14]([C:17]([NH2:19])=[O:18])[CH:13]=[CH:12]1>>[N:16]1[CH:15]=[CH:14][C:13]([B:7]([OH:9])[OH:8])=[CH:12][CH:11]=1.[N:16]1[CH:4]=[C:3]([B:7]([OH:9])[OH:8])[CH:2]=[N:1][CH:6]=1.[O:10]=[C:11]1[NH:16][CH:15]=[C:14]([C:17]([NH2:19])=[O:18])[CH:13]=[CH:12]1. Procedure: The title compounds, Example 14, 15 and 16, were obtained using a procedure analogous to that described in Example 8, using pyridine-3-ylboronic acid (24 mg, 0.20 mmol), 5-bromo-1-cyclopentyl-N-(2S,3R)-4-(6-ethyl-2,2-spirocyclopentylchroman-4-ylamino)-3-hydrodroxy-1-phenylbutan-2-yl)-6-oxo-1,6-dihydropyridine-3-carboxamide (in Ex. 14, 100 mg, 0.15 mmol); pyridine-4-ylboronic acid (26 mg, 0.21 mmol), 5-bromo-1-cyclopentyl-N-(2S,3R)-4-(6-ethyl-2,2-spirocyclopentylchroman-4-ylamino)-3-hydrodroxy-1-... Starting materials: O=C(O)c1ccc(Br)cc1F, ClCCCl, C1COCCN1, CCOC(C)=O, ClCCl, Cl. Yields the product O=C(c1ccc(Br)cc1F)N1CCOCC1. As a reaction SMILES: [Br:1][c:2]1[cH:3][c:4]([F:11])[c:5]([C:6](=[O:7])[OH:8])[cH:9][cH:10]1.[CH2:12]([Cl:13])[CH2:14][Cl:15].[CH2:16]1[CH2:17][O:18][CH2:19][CH2:20][NH:21]1.[CH3:25][CH2:26][O:27][C:28]([CH3:29])=[O:30].[Cl:22][CH2:23][Cl:24].[ClH:31]>>[Br:1][c:2]1[cH:3][c:4]([F:11])[c:5]([C:6](=[O:8])[N:21]2[CH2:16][CH2:17][O:18][CH2:19][CH2:20]2)[cH:9][cH:10]1. Reactants: CC(=O)c1c(O)c2ccccc2oc1=O, C1CCNCC1, COCC(=O)Nc1cccc(C=O)c1, ClC(Cl)Cl, O. Product: COCC(=O)Nc1cccc(C=CC(=O)c2c(O)c3ccccc3oc2=O)c1. Reaction SMILES: [C:1]([CH3:2])(=[O:3])[c:4]1[c:5](=[O:15])[o:6][c:7]2[c:8]([c:9]1[OH:10])[cH:11][cH:12][cH:13][cH:14]2.[CH2:30]1[CH2:31][CH2:32][NH:33][CH2:34][CH2:35]1.[CH3:16][O:17][CH2:18][C:19](=[O:20])[NH:21][c:22]1[cH:23][c:24]([CH:25]=[O:26])[cH:27][cH:28][cH:29]1.[CH:37]([Cl:38])([Cl:39])[Cl:40].[OH2:36]>>[C:1]([CH:2]=[CH:25][c:24]1[cH:23][c:22]([NH:21][C:19]([CH2:18][O:17][CH3:16])=[O:20])[cH:29][cH:28][cH:27]1)(=[O:3])[c:4]1[c:5](=[O:15])[o:6][c:7]2[c:8]([c:9]1[OH:10])[cH:11][cH:12][cH:13][cH:14]2. The reactants are ClC1=CC=C(C=C1)C=1N=C(SC1C(=O)N)NC1=C(C=CC(=C1)C=O)[N+](=O)[O-] (4-(4-chloro-phenyl)-2-(5-formyl-2-nitro-phenylamino)-thiazole-5-carboxylic acid amide), C(C)(=O)O[BH-](OC(C)=O)OC(C)=O.[Na+] (sodium triacetoxy-borohydride), CN1CCNCC1 (1-methylpiperazine). The solvent is ClCCl (dichloromethane), ClCCl (dichloromethane). Run at time 18 hour. The product is ClC1=CC=C(C=C1)C=1N=C(SC1C(=O)N)NC1=C(C=CC(=C1)CN1CCN(CC1)C)[N+](=O)[O-] (4-(4-chloro-phenyl)-2-[5-(4-methyl-piperazin-1-ylmethyl)-2-nitro-phenylamino]-thiazole-5-carboxylic acid amide). The yield is 82.1%. As a reaction SMILES: [Cl:1][C:2]1[CH:7]=[CH:6][C:5]([C:8]2[N:9]=[C:10]([NH:16][C:17]3[CH:22]=[C:21]([CH:23]=O)[CH:20]=[CH:19][C:18]=3[N+:25]([O-:27])=[O:26])[S:11][C:12]=2[C:13]([NH2:15])=[O:14])=[CH:4][CH:3]=1.C(O[BH-](OC(=O)C)OC(=O)C)(=O)C.[Na+].[CH3:42][N:43]1[CH2:48][CH2:47][NH:46][CH2:45][CH2:44]1>ClCCl>[Cl:1][C:2]1[CH:3]=[CH:4][C:5]([C:8]2[N:9]=[C:10]([NH:16][C:17]3[CH:22]=[C:21]([CH2:23][N:46]4[CH2:47][CH2:48][N:43]([CH3:42])[CH2:44][CH2:45]4)[CH:20]=[CH:19][C:18]=3[N+:25]([O-:27])=[O:26])[S:11][C:12]=2[C:13]([NH2:15])=[O:14])=[CH:6][CH:7]=1 |f:1.2|. Reported procedure: To a mixture of 0.16 g (0.40 mmole) of 4-(4-chloro-phenyl)-2-(5-formyl-2-nitro-phenylamino)-thiazole-5-carboxylic acid amide (VI.19b), 0.51 g (2.38 mmole) of sodium triacetoxy-borohydride and 15 mL of dichloromethane was added 0.07 mL (0.60 mmole) of 1-methylpiperazine. The mixture was stirred at room temperature for 18 hours. The mixture was diluted with dichloromethane and washed with saturated aqueous sodium bicarbonate solution and brine, dried over anhydrous magnesium sulfate, filtered, and... The reactants are Cl.Cl.NC1CCN(CC1)C[C@@H]1CN2C(C=CC=3C=CC(N1C23)=O)=O ((1R)-1-[(4-amino-1-piperidinyl)methyl]-1,2-dihydro-4H,9H-imidazo[1,2,3-ij]-1,8-naphthyridine-4,9-dione dihydrochloride), [H-].[H-].[H-].[H-].[Li+].[Al+3] (LiAlH4), ClC1=CC=2SCCNC2N=C1C=O (7-chloro-3,4-dihydro-2H-pyrido[3,2-b][1,4]thiazine-6-carbaldehyde), [N+](=O)([O-])C1=NC=CC=C1 (nitropyridine), ClC1=CC=2SCC(NC2N=C1C=O)=O (7-chloro-3-oxo-3,4-dihydro-2H-pyrido[3,2-b][1,4]thiazine-6-carbaldehyde). The product is ClC1=CC=2SCCNC2N=C1CO ((7-chloro-3,4-dihydro-2H-pyrido[3,2-b][1,4]thiazin-6-yl)methanol). As a reaction SMILES: Cl.Cl.NC1CCN(C[C@H]2N3C4N(C(=O)C=CC=4C=CC3=O)C2)CC1.[Cl:25][C:26]1[C:35]([CH:36]=[O:37])=[N:34][C:33]2[NH:32][CH2:31][CH2:30][S:29][C:28]=2[CH:27]=1.[N+](C1C=CC=CN=1)([O-])=O.ClC1C(C=O)=NC2NC(=O)CSC=2C=1.[H-].[H-].[H-].[H-].[Li+].[Al+3]>>[Cl:25][C:26]1[C:35]([CH2:36][OH:37])=[N:34][C:33]2[NH:32][CH2:31][CH2:30][S:29][C:28]=2[CH:27]=1 |f:0.1.2,6.7.8.9.10.11|. Reported procedure: To a 10 mL round-bottomed flask were added (1R)-1-[(4-amino-1-piperidinyl)methyl]-1,2-dihydro-4H,9H-imidazo[1,2,3-ij]-1,8-naphthyridine-4,9-dione dihydrochloride (for a preparation see Example 5A(j)) (75 mg, 0.223 mmol), 7-chloro-3,4-dihydro-2H-pyrido[3,2-b][1,4]thiazine-6-carbaldehyde (prepared by (1) reduction of 7-chloro-3-oxo-3,4-dihydro-2H-pyrido[3,2-b][1,4]thiazine-6-carbaldehyde (for a synthesis see WO2003087098 Example 306(e)) with LiAlH4 to give (7-chloro-3,4-dihydro-2H-pyrido[3,2-b][1,... Reactants: COc1cc(Br)cc(OC)c1N, [Cl-], Cl, O=N[O-], [Na+], O. The product is COc1cc(Br)cc(OC)c1Cl. RXN SMILES: [Br:5][c:6]1[cH:7][c:8]([O:15][CH3:16])[c:9]([NH2:10])[c:11]([O:13][CH3:14])[cH:12]1.[Cl-:17].[ClH:19].[N:1]([O-:2])=[O:3].[Na+:4].[OH2:18]>>[Br:5][c:6]1[cH:7][c:8]([O:15][CH3:16])[c:9]([Cl:17])[c:11]([O:13][CH3:14])[cH:12]1. The reactants are ClC1=C(C=CC(=N1)C=1C(=CC2=C(C(=C(O2)C2=CC=C(C=C2)F)C(=O)NC)C1)N(S(=O)(=O)C)C)CO (5-(6-chloro-5-(hydroxymethyl)pyridin-2-yl)-2-(4-fluorophenyl)-N-methyl-6-(N-methylmethylsulfonamido)benzofuran-3-carboxamide), FC1=C2C=C(NC2=CC=C1)B1OC(C(O1)(C)C)(C)C (4-fluoro-2-(4,4,5,5-tetramethyl-1,3,2-dioxaborolan-2-yl)-1H-indole), C(=O)([O-])[O-].[Cs+].[Cs+] (Cs2CO3). The reagents and catalysts are [Pd](Cl)Cl.C(C)(C)(C)P([C-]1C=CC=C1)C(C)(C)C.[C-]1(C=CC=C1)P(C(C)(C)C)C(C)(C)C.[Fe+2] (1,1′-bis(di-tert-butylphosphino)ferrocene palladium chloride). Solvent: O1CCOCC1 (1,4-dioxane), O (water). Conditions: temperature 80 celsius, time 8 hour. Product: FC1=C2C=C(NC2=CC=C1)C1=C(C=CC(=N1)C=1C(=CC2=C(C(=C(O2)C2=CC=C(C=C2)F)C(=O)NC)C1)N(S(=O)(=O)C)C)CCO (5-(6-(4-fluoro-1H-indol-2-yl)-5-(2-hydroxyethyl)pyridin-2-yl)-2-(4-fluorophenyl)-N-methyl-6-(N-methylmethylsulfonamido)benzofuran-3-carboxamide). The yield is 76.5%. Reaction SMILES: Cl[C:2]1[N:7]=[C:6]([C:8]2[C:9]([N:28]([CH3:33])[S:29]([CH3:32])(=[O:31])=[O:30])=[CH:10][C:11]3[O:15][C:14]([C:16]4[CH:21]=[CH:20][C:19]([F:22])=[CH:18][CH:17]=4)=[C:13]([C:23]([NH:25][CH3:26])=[O:24])[C:12]=3[CH:27]=2)[CH:5]=[CH:4][C:3]=1[CH2:34]O.[F:36][C:37]1[CH:45]=[CH:44][CH:43]=[C:42]2[C:38]=1[CH:39]=[C:40](B1OC(C)(C)C(C)(C)O1)[NH:41]2.[C:55]([O-:58])([O-])=O.[Cs+].[Cs+]>O1CCOCC1.O.[Pd](Cl)Cl.C(P(C(C)(C)C)[C-]1C=CC=C1)(C)(C)C.[C-]1(P(C(C)(C)C)C(C)(C)C)C=CC=C1.[Fe+2]>[F:36][C:37]1[CH:45]=[CH:44][CH:43]=[C:42]2[C:38]=1[CH:39]=[C:40]([C:2]1[N:7]=[C:6]([C:8]3[C:9]([N:28]([CH3:33])[S:29]([CH3:32])(=[O:30])=[O:31])=[CH:10][C:11]4[O:15][C:14]([C:16]5[CH:21]=[CH:20][C:19]([F:22])=[CH:18][CH:17]=5)=[C:13]([C:23]([NH:25][CH3:26])=[O:24])[C:12]=4[CH:27]=3)[CH:5]=[CH:4][C:3]=1[CH2:34][CH2:55][OH:58])[NH:41]2 |f:2.3.4,7.8.9.10|. Procedure: To a degassed solution of 5-(6-chloro-5-(hydroxymethyl)pyridin-2-yl)-2-(4-fluorophenyl)-N-methyl-6-(N-methylmethylsulfonamido)benzofuran-3-carboxamide (300 mg, 0.58 mmol) and 4-fluoro-2-(4,4,5,5-tetramethyl-1,3,2-dioxaborolan-2-yl)-1H-indole (197 mg, 0.75 mmol) in 1,4-dioxane (5 mL) and water (300 μL) was added Cs2CO3 (377 mg, 1.16 mmol) and 1,1′-bis(di-tert-butylphosphino)ferrocene palladium chloride (38 mg, 0.06 mmol) under N2 protection. The resulting mixture was heated to 80° C. and stirred ... Starting materials: O=P(Cl)(Cl)Cl (POCl3), C(#N)C=1C(=NC(=NC1O)C1=CC=CC=C1)C1=CC(=CC=C1)[N+](=O)[O-] (5-cyano-4-(3-nitrophenyl)-2-phenyl-6-hydroxy-pyrimidine), CN(C1=CC=CC=C1)C (dimethylaniline). Solvent: O1CCOCC1 (1,4-dioxane). Conditions: time 3 hour. The product is ClC1=C(C(=NC(=N1)C1=CC=CC=C1)C1=CC(=CC=C1)[N+](=O)[O-])C#N (6-Chloro-5-cyano-4-(3-nitrophenyl)-2-phenyl-pyrimidine). RXN SMILES: O=P(Cl)(Cl)[Cl:3].[C:6]([C:8]1[C:9]([C:21]2[CH:26]=[CH:25][CH:24]=[C:23]([N+:27]([O-:29])=[O:28])[CH:22]=2)=[N:10][C:11]([C:15]2[CH:20]=[CH:19][CH:18]=[CH:17][CH:16]=2)=[N:12][C:13]=1O)#[N:7].CN(C)C1C=CC=CC=1>O1CCOCC1>[Cl:3][C:13]1[N:12]=[C:11]([C:15]2[CH:20]=[CH:19][CH:18]=[CH:17][CH:16]=2)[N:10]=[C:9]([C:21]2[CH:26]=[CH:25][CH:24]=[C:23]([N+:27]([O-:29])=[O:28])[CH:22]=2)[C:8]=1[C:6]#[N:7]. Reported procedure: POCl3 (50 ml) was added to a stirred solution of 5-cyano-4-(3-nitrophenyl)-2-phenyl-6-hydroxy-pyrimidine (example 31(a), 15.0 g) and dimethylaniline (0.5 ml) in dry 1,4-dioxane p.a. (200 ml). After 3 h at 90° C., the warm mixture was filtered off and the filtrate was concentrated under reduced pressure. The residue was dissolved in 1,4-dioxane and ice water was added. The resulting precipitate was filtered off and washed with water. Residual water was removed by coevaporation with 1,4-dioxane.